Dataset: the Open Reaction Database (ORD), a public repository of structured organic reaction records. Task: describe an organic reaction: reactants, conditions, products, and yield Reactants: NC1=C2/C(/C(NC2=CC=C1N)=O)=C/C1=C(N=CN1)C ((Z)-4,5-diamino-1,3-dihydro-3-[(4-methyl-1H-imidazol-5-yl)methylene]-2H-indol-2-one), Cl.C(=N)N (formamidine hydrochloride). Run in C(C)O (ethanol). Product: CC=1N=CNC1\C=C\1/C(NC2=C1C1=C(NC=N1)C=C2)=O ((Z)-8-[(4-Methyl-1H-imidazol-5-yl)methylene]-3,6,7,8-tetrahydro-pyrrolo[3,2-e]benzimidazol-7-one). Reaction SMILES: [NH2:1][C:2]1[C:10]([NH2:11])=[CH:9][CH:8]=[C:7]2[C:3]=1/[C:4](=[CH:13]/[C:14]1[NH:18][CH:17]=[N:16][C:15]=1[CH3:19])/[C:5](=[O:12])[NH:6]2.Cl.[CH:21](N)=N>C(O)C>[CH3:19][C:15]1[N:16]=[CH:17][NH:18][C:14]=1/[CH:13]=[C:4]1\[C:5](=[O:12])[NH:6][C:7]2[CH:8]=[CH:9][C:10]3[NH:11][CH:21]=[N:1][C:2]=3[C:3]\1=2 |f:1.2|. Procedure details: A mixture of (Z)-4,5-diamino-1,3-dihydro-3-[(4-methyl-1H-imidazol-5-yl)methylene]-2H-indol-2-one (30 mg, 0.1175 mmol) (from Example 45 above) and formamidine hydrochloride (95 mg, 1.18 mmol) (Aldrich) in ethanol (1.5 mL) was heated at reflux for 1 h. The mixture was cooled to r.t., and the reaction was quenched with water. The aqueous layer was extracted with dichloromethane. The combined organic layers were washed with brine, dried over anhydrous Mg2SO4 and concentrated under reduced pressure. ...